This data is from the Open Reaction Database (ORD), a public repository of structured organic reaction records. The task is: describe an organic reaction: reactants, conditions, products, and yield Starting materials: CCc1[nH]c(C(OC)OC)nc1C(F)(F)F, O=S(=O)(O)O. The product is CCc1[nH]c(C=O)nc1C(F)(F)F. As a reaction SMILES: [CH3:1][O:2][CH:3]([c:4]1[nH:5][c:6]([CH2:13][CH3:14])[c:7]([C:9]([F:10])([F:11])[F:12])[n:8]1)[O:15][CH3:16].[S:17](=[O:18])(=[O:19])([OH:20])[OH:21]>>[O:2]=[CH:3][c:4]1[nH:5][c:6]([CH2:13][CH3:14])[c:7]([C:9]([F:10])([F:11])[F:12])[n:8]1. Starting materials: ClC1=NC(=NC(=N1)Cl)OC (2,4-dichloro-6-methoxy-s-triazine), C1(=CC=CC=C1)S (thiophenol), C([O-])(O)=O.[Na+] (sodium bicarbonate). Run in CC(=O)C (acetone). Conditions: time 2 hour. Product: ClC1=NC(=NC(=N1)OC)SC1=CC=CC=C1 (2-chloro-4-methoxy-6-phenylthio-s-triazine). Reaction SMILES: [Cl:1][C:2]1[N:7]=[C:6](Cl)[N:5]=[C:4]([O:9][CH3:10])[N:3]=1.[C:11]1([SH:17])[CH:16]=[CH:15][CH:14]=[CH:13][CH:12]=1.C(=O)(O)[O-].[Na+]>CC(C)=O>[Cl:1][C:2]1[N:3]=[C:4]([O:9][CH3:10])[N:5]=[C:6]([S:17][C:11]2[CH:16]=[CH:15][CH:14]=[CH:13][CH:12]=2)[N:7]=1 |f:2.3|. Procedure: The 2,4-dichloro-6-methoxy-s-triazine obtained according to Example A-3 is suspended, with partial solution, in 1000 parts by volume of acetone, 110 parts of thiophenol and 90 parts of sodium bicarbonate are added, and the reaction is carried out at about 20° C. After about 2 hours, the synthesis mixture is evaporated. The compound 2-chloro-4-methoxy-6-phenylthio-s-triazine is obtained as a powder containing electrolyte salt. It serves as a monochloro-triazine starting compound for the synthesis... Starting materials: ClC=1C=C(C=CC1Cl)N1N=C(NC1=O)C1=CC=C(C#N)C=C1 (4-[1-(3,4-Dichloro-phenyl)-5-oxo-4,5-dihydro-1H-[1,2,4]triazol-3-yl]-benzonitrile), C(#N)C1=CC=C(C=C1)C(C(=O)O)=O (4-cyanophenyl-oxo-acetic acid), Cl.ClC=1C=C(C=CC1Cl)NN ((3,4-dichlorophenyl)hydrazine hydrochloride), Cl (HCl). The solvent is O (H2O). Run at time 24 hour. The product is ClC=1C=C(C=CC1Cl)N1N=C(NC1=O)C1=CC=C(C=O)C=C1 (4-[1-(3,4-dichloro-phenyl)-5-oxo-4,5-dihydro-1H-[1,2,4]triazol-3-yl]-benzaldehyde). Reaction SMILES: [Cl:1][C:2]1[CH:3]=[C:4]([N:9]2[C:13](=[O:14])[NH:12][C:11]([C:15]3[CH:22]=[CH:21][C:18]([C:19]#N)=[CH:17][CH:16]=3)=[N:10]2)[CH:5]=[CH:6][C:7]=1[Cl:8].C(C1C=CC(C(=O)C(O)=[O:33])=CC=1)#N.Cl.ClC1C=C(NN)C=CC=1Cl.Cl>O>[Cl:1][C:2]1[CH:3]=[C:4]([N:9]2[C:13](=[O:14])[NH:12][C:11]([C:15]3[CH:22]=[CH:21][C:18]([CH:19]=[O:33])=[CH:17][CH:16]=3)=[N:10]2)[CH:5]=[CH:6][C:7]=1[Cl:8] |f:2.3|. Procedure details: 4-[1-(3,4-Dichloro-phenyl)-5-oxo-4,5-dihydro-1H-[1,2,4]triazol-3-yl]-benzonitrile. A suspension of 4-cyanophenyl-oxo-acetic acid (100 mg, 0.571 mmol), (3,4-dichlorophenyl)hydrazine hydrochloride (122 mg, 0.571 mmol), 12.1 N HCl (5 uL, 0.057 mmol), and H2O (˜10 mL) in a 25 mL reaction vial was stirred vigorously at ambient temperature for 24 h. The hydrazone was obtained by vacuum filtration and placed into a 100 mL round bottom flask with a magnetic stir bar. The flask was then supplemented with... Starting materials: CCS(=O)c1ccc(N2CC(CN=[N+]=[N-])OC2=O)cc1F, CS(=O)c1ccc(N2CC(CN)OC2=O)cc1F, c1ccc(P(c2ccccc2)c2ccccc2)cc1. Product: CCS(=O)c1ccc(N2CC(CN)OC2=O)cc1F. Reaction SMILES: [N:19](=[N+:20]=[N-:21])[CH2:22][CH:23]1[CH2:24][N:25]([c:29]2[cH:30][c:31]([F:39])[c:32]([S:35](=[O:36])[CH2:37][CH3:38])[cH:33][cH:34]2)[C:26](=[O:28])[O:27]1.[NH2:1][CH2:2][CH:3]1[O:4][C:5](=[O:6])[N:7]([c:8]2[cH:9][cH:10][c:11]([S:12]([CH3:13])=[O:14])[c:15]([F:16])[cH:17]2)[CH2:18]1.[c:40]1([P:41]([c:42]2[cH:43][cH:44][cH:45][cH:46][cH:47]2)[c:48]2[cH:49][cH:50][cH:51][cH:52][cH:53]2)[cH:54][cH:55][cH:56][cH:57][cH:58]1>>[NH2:19][CH2:22][CH:23]1[CH2:24][N:25]([c:29]2[cH:30][c:31]([F:39])[c:32]([S:35](=[O:36])[CH2:37][CH3:38])[cH:33][cH:34]2)[C:26](=[O:28])[O:27]1. Run in C1CCOC1 (THF). RXN SMILES: [NH2:1][C:2]1[CH:7]=[CH:6][C:5]([S:8][C:9]2[C:18]3[C:13](=[CH:14][CH:15]=[CH:16][CH:17]=3)[NH:12]/[C:11](=[C:19]3/[C:20]([CH2:25][CH2:26][CH3:27])=[N:21][NH:22][C:23]/3=[O:24])/[CH:10]=2)=[CH:4][CH:3]=1.[O:28]1[CH:32]=[CH:31][CH:30]=[C:29]1[C:33](Cl)=[O:34]>C1COCC1>[O:24]=[C:23]1[NH:22][N:21]=[C:20]([CH2:25][CH2:26][CH3:27])/[C:19]/1=[C:11]1/[NH:12][C:13]2[C:18]([C:9]([S:8][C:5]3[CH:4]=[CH:3][C:2]([NH:1][C:33]([C:29]4[O:28][CH:32]=[CH:31][CH:30]=4)=[O:34])=[CH:7][CH:6]=3)=[CH:10]/1)=[CH:17][CH:16]=[CH:15][CH:14]=2. Procedure: The title compound was synthesized using (Z)-4-(4-(4-aminophenylthio)quinolin-2(1H)-ylidene)-3-propyl-1H-pyrazol-5(4H)-one and 2-furoyl chloride in THF according to the procedure described in the synthesis of Example 26. 1H NMR (400 MHz, DMSO-d6) δ ppm 0.68 (t, J=7.33 Hz, 3H) 1.25-1.36 (m, J=7.39, 7.39, 7.39, 7.39 Hz, 2H) 2.25 (t, J=6.69 Hz, 2H) 6.73-6.83 (m, 2H) 7.41 (d, J=3.28 Hz, 1H) 7.63 (t, J=7.58 Hz, 1H) 7.74 (d, J=8.59 Hz, 2H) 7.83-7.95 (m, 2H) 8.00 (s, 1H) 8.08 (d, J=8.59 Hz, 2H) 8.15 (d... Product: O=C1\C(\C(=NN1)CCC)=C\1/NC2=CC=CC=C2C(=C1)SC1=CC=C(C=C1)NC(=O)C=1OC=CC1 ((Z)—N-(4-(2-(5-oxo-3-propyl-1H-pyrazol-4(5H)-ylidene)-1,2-dihydroquinolin-4-ylthio)phenyl)furan-2-carboxamide). Reactants: NC1=CC=C(C=C1)SC1=C/C(/NC2=CC=CC=C12)=C/1\C(=NNC1=O)CCC ((Z)-4-(4-(4-aminophenylthio)quinolin-2(1H)-ylidene)-3-propyl-1H-pyrazol-5(4H)-one), O1C(=CC=C1)C(=O)Cl (2-furoyl chloride), C26H22N4O3S.